This data is from the Open Reaction Database (ORD), a public repository of structured organic reaction records. The task is: describe an organic reaction: reactants, conditions, products, and yield Starting materials: Cl (hydrochloric acid), O[C@H]([C@@H](CC1=CC=NC=C1)NC(OC(C)(C)C)=O)CC (tert-butyl N-[(1R,2S)-2-hydroxy-1-(4-pyridylmethyl)-butyl]carbamate). Run in O1CCOCC1 (dioxane), O1CCOCC1 (dioxane). Reaction conditions: temperature 20 celsius, time 18 hour. The product is Cl.Cl.N[C@H](CC1=CC=NC=C1)[C@H](CC)O ((2R,3S)-2-amino-1-(4-pyridyl)-3-pentanol dihydrochloride). Reaction SMILES: [ClH:1].[OH:2][C@@H:3]([CH2:20][CH3:21])[C@H:4]([NH:12]C(=O)OC(C)(C)C)[CH2:5][C:6]1[CH:11]=[CH:10][N:9]=[CH:8][CH:7]=1>O1CCOCC1>[ClH:1].[ClH:1].[NH2:12][C@@H:4]([C@@H:3]([OH:2])[CH2:20][CH3:21])[CH2:5][C:6]1[CH:11]=[CH:10][N:9]=[CH:8][CH:7]=1 |f:3.4.5|. Procedure: a solution of 50 cm3 of 4N hydrochloric acid in dioxane is added, with stirring and at a temperature in the region of 20° C., to a solution of 4 g of tert-butyl N-[(1R,2S)-2-hydroxy-1-(4-pyridylmethyl)-butyl]carbamate in 50 cm3 of dioxane. The mixture is stirred at a temperature in the region of 20° C. for 18 hours and is then concentrated under reduced pressure (1 kPa) at a temperature in the region of 60° C. 3.6 g of (2R,3S)-2-amino-1-(4-pyridyl)-3-pentanol dihydrochloride are obtained in the ... Starting materials: COC1=CC=C(C=C1)C#CC1=CC=C(CNC=2C=CC3=C(OC(OC3=O)(C)C)C2)C=C1 (7-({4-[(4-methoxyphenyl)ethynyl]benzyl}amino)-2,2-dimethyl-4H-1,3-benzodioxin-4-one), C1(CCCC1)CCC(=O)Cl (3-cyclopentylpropionyl chloride). The product is C1(CCCC1)CCC(=O)N(CC1=CC=C(C=C1)C#CC1=CC=C(C=C1)OC)C=1C=CC2=C(OC(OC2=O)(C)C)C1 (3-cyclopentyl-N-(2,2-dimethyl-4-oxo-4H-1,3-benzodioxin-7-yl)-N-{4-[(4-methoxyphenyl)ethynyl]benzyl}propanamide). RXN SMILES: [CH3:1][O:2][C:3]1[CH:8]=[CH:7][C:6]([C:9]#[C:10][C:11]2[CH:31]=[CH:30][C:14]([CH2:15][NH:16][C:17]3[CH:18]=[CH:19][C:20]4[C:25](=[O:26])[O:24][C:23]([CH3:28])([CH3:27])[O:22][C:21]=4[CH:29]=3)=[CH:13][CH:12]=2)=[CH:5][CH:4]=1.[CH:32]1([CH2:37][CH2:38][C:39](Cl)=[O:40])[CH2:36][CH2:35][CH2:34][CH2:33]1>>[CH:32]1([CH2:37][CH2:38][C:39]([N:16]([C:17]2[CH:18]=[CH:19][C:20]3[C:25](=[O:26])[O:24][C:23]([CH3:27])([CH3:28])[O:22][C:21]=3[CH:29]=2)[CH2:15][C:14]2[CH:30]=[CH:31][C:11]([C:10]#[C:9][C:6]3[CH:5]=[CH:4][C:3]([O:2][CH3:1])=[CH:8][CH:7]=3)=[CH:12][CH:13]=2)=[O:40])[CH2:36][CH2:35][CH2:34][CH2:33]1. Procedure details: The title compound was prepared following the procedure B using 7-({4-[(4-methoxyphenyl)ethynyl]benzyl}amino)-2,2-dimethyl-4H-1,3-benzodioxin-4-one and 3-cyclopentylpropionyl chloride as a beige solid (63%). 1H NMR (CDCl3) δ 7.91 (d, J=8.3 Hz, 1H), 7.41 (m, 4H), 7.12 (d, J=8.1 Hz, 2H), 6.85 (d, J=8.5 Hz, 2H), 6.76 (d, J=8.1 Hz, 1H), 6.59 (s, 1H), 4.87 (s, 2H), 3.80 (s, 3H), 2.15 (t, J=6.9 Hz, 2H), 1.70 (s, 6H), 1.40-1.61 (m, 9H), 0.95 (m, 2H). HPLC, Rt: 5.78 min (purity: 99.3%). Starting materials: O=Cc1cc(Br)c(O)c([N+](=O)[O-])c1, COc1ccc(O)cc1Cc1ccc(=O)[nH]n1, C, O=S(=O)(Cl)Cl, c1ccncc1. The product is COc1ccc(Oc2c(Br)cc(C=O)cc2[N+](=O)[O-])cc1Cc1ccc(=O)[nH]n1. As a reaction SMILES: [Br:7][c:8]1[cH:9][c:10]([CH:11]=[O:12])[cH:13][c:14]([N+:17](=[O:18])[O-:19])[c:15]1[OH:16].[CH3:20][O:21][c:22]1[c:23]([CH2:29][c:30]2[n:31][nH:32][c:33](=[O:36])[cH:34][cH:35]2)[cH:24][c:25]([OH:28])[cH:26][cH:27]1.[CH4:6].[S:1]([Cl:2])([Cl:3])(=[O:4])=[O:5].[cH:37]1[cH:38][cH:39][n:40][cH:41][cH:42]1>>[Br:7][c:8]1[cH:9][c:10]([CH:11]=[O:12])[cH:13][c:14]([N+:17](=[O:18])[O-:19])[c:15]1[O:16][c:25]1[cH:24][c:23]([CH2:29][c:30]2[n:31][nH:32][c:33](=[O:36])[cH:34][cH:35]2)[c:22]([O:21][CH3:20])[cH:27][cH:26]1. Reactants: CC1(OCC2=C(O1)C=CC(=C2)[C@@H]2CNC(O2)=O)C ((5R)-5-(2,2-dimethyl-4H-1,3-benzodioxin-6-yl)-1,3-oxazolidin-2-one), [H-].[Na+] (sodium hydride), CN(C)C=O (DMF), C[SiH2]C (dimethylsilane), CN(C)C=O (DMF), P(=O)([O-])([O-])[O-] (Phosphate). Conditions: temperature 20 celsius, time 30 minute. Yields the product [Si](C)(C)(C(C)(C)C)OCCOCCCCCCN1C(O[C@@H](C1)C1=CC2=C(OC(OC2)(C)C)C=C1)=O ((5R)-3-[6-(2-{[tert-Butyl(dimethyl)silyl]oxy}ethoxy)hexyl]-5-(2,2-dimethyl-4H-1,3-benzodioxin-6-yl)-1,3-oxazolidin-2-one). As a reaction SMILES: [CH3:1][C:2]1([CH3:18])[O:7][C:6]2[CH:8]=[CH:9][C:10]([C@H:12]3[O:16][C:15](=[O:17])[NH:14][CH2:13]3)=[CH:11][C:5]=2[CH2:4][O:3]1.[H-].[Na+].[CH3:21][SiH2:22][CH3:23].P([O-])([O-])([O-])=O.CN([CH:32]=[O:33])C>>[Si:22]([O:3][CH2:2][CH2:1][O:33][CH2:32][CH2:8][CH2:9][CH2:10][CH2:12][CH2:13][N:14]1[CH2:13][C@@H:12]([C:10]2[CH:9]=[CH:8][C:6]3[O:7][C:2]([CH3:18])([CH3:1])[O:3][CH2:4][C:5]=3[CH:11]=2)[O:16][C:15]1=[O:17])([C:5]([CH3:6])([CH3:4])[CH3:11])([CH3:23])[CH3:21] |f:1.2|. Procedure details: A solution of (5R)-5-(2,2-dimethyl-4H-1,3-benzodioxin-6-yl)-1,3-oxazolidin-2-one (0.83 g) in DMF (20 ml) was treated with sodium hydride (60% dispersion in mineral oil, 0.20 g) and the mixture stirred under nitrogen at 20° C. for 30 min. A solution of {2-[(6-bromohexyl)oxy]ethoxy}tert-butyl)dimethylsilane (1.47 g) in DMF (4 ml) was added and the mixture stirred at 20° C. for 90 min. Phosphate buffer (20 ml, pH6.5) was added, before partitioning between EtOAc (50 ml) and water (50 ml). The layers...